From a dataset of the Open Reaction Database (ORD), a public repository of structured organic reaction records. describe an organic reaction: reactants, conditions, products, and yield Reactants: O=C([O-])[O-], CNC(=O)c1c(C)oc2cc(O)ccc12, COCC1CCCN1C(=O)c1cc2nccc(Cl)c2s1, [Cs+], [Cs+]. Yields the product CNC(=O)c1c(C)oc2cc(Oc3ccnc4cc(C(=O)N5CCCC5COC)sc34)ccc12. RXN SMILES: [C:36](=[O:37])([O-:38])[O-:39].[CH3:21][NH:22][C:23](=[O:24])[c:25]1[c:26]2[c:27]([o:28][c:29]1[CH3:30])[cH:31][c:32]([OH:35])[cH:33][cH:34]2.[Cl:1][c:2]1[c:3]2[c:4]([n:5][cH:6][cH:7]1)[cH:8][c:9]([C:11](=[O:12])[N:13]1[CH:14]([CH2:18][O:19][CH3:20])[CH2:15][CH2:16][CH2:17]1)[s:10]2.[Cs+:40].[Cs+:41]>>[c:2]1([O:35][c:32]2[cH:31][c:27]3[c:26]([c:25]([C:23]([NH:22][CH3:21])=[O:24])[c:29]([CH3:30])[o:28]3)[cH:34][cH:33]2)[c:3]2[c:4]([n:5][cH:6][cH:7]1)[cH:8][c:9]([C:11](=[O:12])[N:13]1[CH:14]([CH2:18][O:19][CH3:20])[CH2:15][CH2:16][CH2:17]1)[s:10]2.